From a dataset of the Open Reaction Database (ORD), a public repository of structured organic reaction records. describe an organic reaction: reactants, conditions, products, and yield The reactants are [C-]#N.[K+] (potassium cyanide), [OH-].[Na+] (sodium hydroxide), Cl (hydrochloric acid), C1(CCCCC1)N1CCNCC1 (N-cyclohexylpiperazine), C(C1=CC=CC=C1)=O (benzaldehyde). The solvent is O (water), C(C)(=O)OCC (ethyl acetate). Run at temperature 90 celsius. Product: C1(CCCCC1)N1CCN(CC1)C(C#N)C1=CC=CC=C1 (α-(4-cyclohexylpiperazin-1-yl)-phenylacetonitrile). Yield: 87.8%. Reaction SMILES: Cl.[CH:2]1([N:8]2[CH2:13][CH2:12][NH:11][CH2:10][CH2:9]2)[CH2:7][CH2:6][CH2:5][CH2:4][CH2:3]1.[CH:14](=O)[C:15]1[CH:20]=[CH:19][CH:18]=[CH:17][CH:16]=1.[C-:22]#[N:23].[K+].[OH-].[Na+]>O.C(OCC)(=O)C>[CH:2]1([N:8]2[CH2:13][CH2:12][N:11]([CH:14]([C:15]3[CH:20]=[CH:19][CH:18]=[CH:17][CH:16]=3)[C:22]#[N:23])[CH2:10][CH2:9]2)[CH2:7][CH2:6][CH2:5][CH2:4][CH2:3]1 |f:3.4,5.6|. Procedure: To concentrated hydrochloric acid (5.9 g) are added N-cyclohexylpiperazine (5.1 g) and then benzaldehyde (3.2 g) under cooling, and to the mixture is added dropwise a solution of potassium cyanide (2.2 g) in water (4 ml) under stirring. The mixture is heated at 90°C for one hour under stirring, by which the mixture is solidified. The reaction mixture is dissolved in ethyl acetate and thereto is added aqueous sodium hydroxide solution to make it alkaline. After the mixture is shaken, the organic ... As a reaction SMILES: [CH2:1]([N:8]([C@H:16]([C:24](=[O:38])[CH2:25][C@@H:26]([NH:34][C:35](=[O:37])[CH3:36])[CH2:27][C:28]1[CH:33]=[CH:32][CH:31]=[CH:30][CH:29]=1)[CH2:17][C:18]1[CH:23]=[CH:22][CH:21]=[CH:20][CH:19]=1)[CH2:9][C:10]1[CH:15]=[CH:14][CH:13]=[CH:12][CH:11]=1)[C:2]1[CH:7]=[CH:6][CH:5]=[CH:4][CH:3]=1.[BH4-].[Na+].Cl>CO>[CH2:1]([N:8]([C@H:16]([C@@H:24]([OH:38])[CH2:25][C@@H:26]([NH:34][C:35](=[O:37])[CH3:36])[CH2:27][C:28]1[CH:29]=[CH:30][CH:31]=[CH:32][CH:33]=1)[CH2:17][C:18]1[CH:19]=[CH:20][CH:21]=[CH:22][CH:23]=1)[CH2:9][C:10]1[CH:15]=[CH:14][CH:13]=[CH:12][CH:11]=1)[C:2]1[CH:7]=[CH:6][CH:5]=[CH:4][CH:3]=1 |f:1.2|. Reaction conditions: time 5 hour. Starting materials: ice water, [BH4-].[Na+] (Sodium borohydride), resultant solution, C(C1=CC=CC=C1)N(CC1=CC=CC=C1)[C@@H](CC1=CC=CC=C1)C(C[C@H](CC1=CC=CC=C1)NC(C)=O)=O ((2S,5S)-2-(N,N-Dibenzylamino)-5-acetylamino-1,6-diphenyl-3-hexanone), Cl (hydrochloric acid), ice water. The product is C(C1=CC=CC=C1)N(CC1=CC=CC=C1)[C@@H](CC1=CC=CC=C1)[C@H](C[C@H](CC1=CC=CC=C1)NC(C)=O)O ((2S,3S,5S)-2-(N,N-dibenzylamino)-5-acetylamino- 1,6-diphenyl-3-hexanol). The solvent is CO (methanol). Yield: 89.7%. Procedure details: (2S,5S)-2-(N,N-Dibenzylamino)-5-acetylamino-1,6-diphenyl-3-hexanone (3.0 g, 5.944 mmol) was dissolved in methanol (15 ml). Sodium borohydride (1.80 g, 23.78 mmol) was slowly added to the resultant solution while chilling with ice water so as not to raise the temperature above 10° C., thereby conducting reaction. The reaction mixture was stirred at room temperature for 5 hours. To the reaction mixture, was added a 10% hydrochloric acid (10 ml) while chilling with ice water. After bubbling ceased,... Reactants: BrC=1C=C(C(=C(C=O)C1)F)C (5-bromo-2-fluoro-3-methylbenzaldehyde), C(C)(=O)[O-].[Na+] (sodium acetate), Cl.NO (hydroxylamine hydrochloride). Solvent: C(C)O (ethanol). Reaction conditions: time 3 hour. Product: BrC=1C=C(C(=C(/C=N/O)C1)F)C ((E)-5-Bromo-2-fluoro-3-methylbenzaldehyde oxime). As a reaction SMILES: [Br:1][C:2]1[CH:3]=[C:4]([CH3:11])[C:5]([F:10])=[C:6]([CH:9]=1)[CH:7]=O.C([O-])(=O)C.[Na+].Cl.[NH2:18][OH:19]>C(O)C>[Br:1][C:2]1[CH:3]=[C:4]([CH3:11])[C:5]([F:10])=[C:6]([CH:9]=1)/[CH:7]=[N:18]/[OH:19] |f:1.2,3.4|. Procedure: To a stirred solution of 5-bromo-2-fluoro-3-methylbenzaldehyde (3.5 g, 16.2 mmol) in ethanol (50.0 mL) were added sodium acetate (2.0 g, 24.3 mmol) and hydroxylamine hydrochloride (1.69 g, 24.3 mmol) at ambient temperature. The reaction mixture was stirred at ambient temperature for 3 h. The reaction mixture was concentrated on rotavapour to obtain crude compound, which was washed with water filtered and dried under vacuum to afford the title compound as a white solid: mp 126-127° C.; 1H NMR (40... The reactants are NC(=O)c1cc(F)ccc1Br, COC(C)(OC)N(C)C, CO. Product: CC(=NC(=O)c1cc(F)ccc1Br)N(C)C. Reaction SMILES: [Br:1][c:2]1[c:3]([C:4](=[O:5])[NH2:6])[cH:7][c:8]([F:11])[cH:9][cH:10]1.[CH3:12][O:13][C:14]([CH3:15])([N:16]([CH3:17])[CH3:18])[O:19][CH3:20].[CH3:21][OH:22]>>[Br:1][c:2]1[c:3]([C:4](=[O:5])[N:6]=[C:14]([CH3:15])[N:16]([CH3:17])[CH3:18])[cH:7][c:8]([F:11])[cH:9][cH:10]1.